Dataset: the Open Reaction Database (ORD), a public repository of structured organic reaction records. Task: describe an organic reaction: reactants, conditions, products, and yield Starting materials: C(#N)C1=C(C=C(C(=C1)OCCOCCOCCOCCOC1=C(C=C(C(=C1)/N=C/N(C)C)C#N)OCCOC)OCCOC)/N=C/N(C)C ((E)-N′-(2-cyano-4-(2-(2-(2-(2-(4-cyano-5-((E)-((dimethylamino)methylene)amino)-2-(2-methoxyethoxy)phenoxy)ethoxy)ethoxy)ethoxy)ethoxy)-5-(2-methoxyethoxy)phenyl)-N,N-dimethylformimidamide), C(#C)C=1C=C(N)C=CC1 (3-ethynylaniline), CC(=O)O (AcOH). Run in CCOCC (Et2O). Product: C(#C)C=1C=C(C=CC1)NC1=NC=NC2=CC(=C(C=C12)OCCOCCOCCOCCOC1=C(C=C2C(=NC=NC2=C1)NC1=CC(=CC=C1)C#C)OCCOC)OCCOC (N-(3-ethynylphenyl)-6-(2-(2-(2-(2-((4-((3-ethynylphenyl)-amino)-6-(2-methoxyethoxy)quinazolin-7-yl)-oxy)ethoxy)ethoxy)ethoxy)ethoxy)-7-(2-methoxyethoxy)quinazolin-4-amine). As a reaction SMILES: [C:1]([C:3]1[CH:8]=[C:7]([O:9][CH2:10][CH2:11][O:12][CH2:13][CH2:14][O:15][CH2:16][CH2:17][O:18][CH2:19][CH2:20][O:21][C:22]2[CH:27]=[C:26](/[N:28]=[CH:29]/[N:30](C)C)[C:25]([C:33]#[N:34])=[CH:24][C:23]=2[O:35][CH2:36][CH2:37][O:38][CH3:39])[C:6]([O:40][CH2:41][CH2:42][O:43][CH3:44])=[CH:5][C:4]=1/[N:45]=[CH:46]/[N:47](C)C)#[N:2].[C:50]([C:52]1[CH:53]=[C:54]([CH:56]=[CH:57][CH:58]=1)N)#[CH:51].[CH3:59][C:60](O)=O>CCOCC>[C:50]([C:52]1[CH:53]=[C:54]([NH:2][C:1]2[C:3]3[C:4](=[CH:5][C:6]([O:40][CH2:41][CH2:42][O:43][CH3:44])=[C:7]([O:9][CH2:10][CH2:11][O:12][CH2:13][CH2:14][O:15][CH2:16][CH2:17][O:18][CH2:19][CH2:20][O:21][C:22]4[CH:27]=[C:26]5[C:25]([C:33]([NH:34][C:3]6[CH:8]=[CH:7][CH:6]=[C:5]([C:60]#[CH:59])[CH:4]=6)=[N:30][CH:29]=[N:28]5)=[CH:24][C:23]=4[O:35][CH2:36][CH2:37][O:38][CH3:39])[CH:8]=3)[N:45]=[CH:46][N:47]=2)[CH:56]=[CH:57][CH:58]=1)#[CH:51]. Procedure: (E)-N′-(2-cyano-4-(2-(2-(2-(2-(4-cyano-5-((E)-((dimethylamino)methylene)amino)-2-(2-methoxyethoxy)phenoxy)ethoxy)ethoxy)ethoxy)ethoxy)-5-(2-methoxyethoxy)phenyl)-N,N-dimethylformimidamide (0.2 g), 3-ethynylaniline (0.11 g) were added to AcOH (5 mL), the resulting mixture was heated at reflux for 3 h under N2 atmospheres. After reaction finished, the mixture was diluted with Et2O (30 ml) and solid was collected. The solid was washed with Et2O and air-dried to give N-(3-ethynylphenyl)-6-(2-(2-(2-(... Reactants: C(C(C)C)N (isobutylamine), C(C=C)N1C(N(CCC1)C1=C(C=CC(=C1)Cl)C)=S (3-Allyl-1-(5-chloro-2-methyl-phenyl)-3,4,5,6-tetrahydro-pyrimidine-2(1H)-thione), crude material. Solvent: ClCCl (dichloromethane). Yields the product ClC=1C=CC(=C(C1)NCCCNCC(C)C)C (N′-(5-Chloro-2-methyl-phenyl)-N-isobutyl-propane-1,3-diamine). The yield is 85.9%. RXN SMILES: [CH2:1](N)C(C)C.[CH2:6]([N:9]1[CH2:14][CH2:13][CH2:12][N:11]([C:15]2[CH:20]=[C:19]([Cl:21])[CH:18]=[CH:17][C:16]=2[CH3:22])C1=S)[CH:7]=[CH2:8]>ClCCl>[Cl:21][C:19]1[CH:18]=[CH:17][C:16]([CH3:22])=[C:15]([NH:11][CH2:12][CH2:13][CH2:14][NH:9][CH2:6][CH:7]([CH3:8])[CH3:1])[CH:20]=1. Procedure: A mixture of isobutylamine (27.2 mL) and the hydrobromide salt of Example 8, Step B (9.4 g) was heated at 90° C. under nitrogen for 1 hour. The reaction was cooled and partitioned between dichloromethane and 1N sodium hydroxide. The aqueous layer was extracted with dichloromethane, and the combined extracts were dried over sodium sulfate and concentrated in vacuo to give a brown oil. The crude material was dissolved in dichloromethane and absorbed onto a column of Merck-60 flash silica gel. Elut... Starting materials: N(=[N+]=[N-])CC1=CC=C(C=C1)CC(=O)Cl (p-azidomethylphenylacetyl chloride), C(C)(=O)OCC1=C(N2C(C(C2SC1)N)=O)C(=O)O (3-[(acetyloxy)methyl]-7-amino-8-oxo-5-thia-1-azabicyclo[4.2.0]oct-2-ene-2-carboxylic acid). Solvent: C(C)(=O)OCC (ethyl acetate). The product is C(C)(=O)OCC1=C(N2C(C(C2SC1)NC(CC1=CC=C(C=C1)CN=[N+]=[N-])=O)=O)C(=O)O (3-[(acetyloxy)methyl]-7-[[2-[4-(azidomethyl)phenyl]acetyl]amino]-8-oxo-5-thia-1-azabicyclo[4.2.0]oct-2-ene-2-carboxylic acid). RXN SMILES: [N:1]([CH2:4][C:5]1[CH:10]=[CH:9][C:8]([CH2:11][C:12](Cl)=[O:13])=[CH:7][CH:6]=1)=[N+:2]=[N-:3].[C:15]([O:18][CH2:19][C:20]1[CH2:27][S:26][CH:25]2[N:22]([C:23](=[O:29])[CH:24]2[NH2:28])[C:21]=1[C:30]([OH:32])=[O:31])(=[O:17])[CH3:16]>C(OCC)(=O)C>[C:15]([O:18][CH2:19][C:20]1[CH2:27][S:26][CH:25]2[N:22]([C:23](=[O:29])[CH:24]2[NH:28][C:12](=[O:13])[CH2:11][C:8]2[CH:9]=[CH:10][C:5]([CH2:4][N:1]=[N+:2]=[N-:3])=[CH:6][CH:7]=2)[C:21]=1[C:30]([OH:32])=[O:31])(=[O:17])[CH3:16]. Reported procedure: A mixture of p-azidomethylphenylacetyl chloride (1.38 g) and 3-[(acetyloxy)methyl]-7-amino-8-oxo-5-thia-1-azabicyclo[4.2.0]oct-2-ene-2-carboxylic acid (1.38 g) in 250 ml of ethyl acetate was refluxed for 45 minutes. The solvent was removed under vacuum at 35° C. yielding a solid residue which was purified by chromotography using 200 g of silica gel eluting with benzene-acetone to give 3-[(acetyloxy)methyl]-7-[[2-[4-(azidomethyl)phenyl]acetyl]amino]-8-oxo-5-thia-1-azabicyclo[4.2.0]oct-2-ene-2-car... Starting materials: BrCCCC(=O)OCC (ethyl 4-bromobutyrate), [N+](=O)([O-])C1=NC=CC=C1O (2-nitro-3-pyridinol), C([O-])(O)=O.[Na+] (sodium bicarbonate). Solvent: CO.C(Cl)Cl (methanol methylene chloride). Yields the product [N+](=O)([O-])C1=NC=CC=C1OCCCC(=O)OCC (Ethyl 4-(2-Nitropyrid-3-yloxy)butyrate). Isolated yield 76.0%. As a reaction SMILES: Br[CH2:2][CH2:3][CH2:4][C:5]([O:7][CH2:8][CH3:9])=[O:6].[N+:10]([C:13]1[C:18]([OH:19])=[CH:17][CH:16]=[CH:15][N:14]=1)([O-:12])=[O:11].C(=O)(O)[O-].[Na+]>CO.C(Cl)Cl>[N+:10]([C:13]1[C:18]([O:19][CH2:2][CH2:3][CH2:4][C:5]([O:7][CH2:8][CH3:9])=[O:6])=[CH:17][CH:16]=[CH:15][N:14]=1)([O-:12])=[O:11] |f:2.3,4.5|. Procedure details: This compound was prepared from ethyl 4-bromobutyrate 2 and 2-nitro-3-pyridinol (39) via the procedure of Step (A), supra. Following flash chromatography (silica gel; 1.5% methanol/methylene chloride eluant) a dilute sodium bicarbonate wash of an ether solution of the product was necessary to remove traces of starting phenol. The product (40) was obtained in 76% yield as a pale yelow oil. Product: N1N=CC(=C1)NC1C(CCCC1)C(=O)OCC (Ethyl 2-(pyrazol-4-ylamino)cyclohexane-1-carboxylate). The reagents and catalysts are [Pd] (Pd/C). RXN SMILES: [N+:1]([C:4]1[CH:5]=[N:6][NH:7][CH:8]=1)([O-])=O.[H][H].[CH3:11][CH2:12][O:13][C:14]([CH:16]1[C:21](=O)[CH2:20][CH2:19][CH2:18][CH2:17]1)=[O:15]>C(O)C.[Pd]>[NH:6]1[CH:5]=[C:4]([NH:1][CH:17]2[CH2:18][CH2:19][CH2:20][CH2:21][CH:16]2[C:14]([O:13][CH2:12][CH3:11])=[O:15])[CH:8]=[N:7]1. Run in C(C)O (ethanol). Reactants: [N+](=O)([O-])C=1C=NNC1 (4-nitropyrazole), [H][H] (hydrogen), CCOC(=O)C1CCCCC1=O (ethyl 2-cyclohexanonecarboxylate). Isolated yield 88.9%. Procedure details: A solution of 4-nitropyrazole (5.2 g, 0.046 mole) in ethanol (150 ml) was hydrogenated over a 10% Pd/C catalyst (0.5 g) at atmospheric temperature and pressure until the uptake of hydrogen ceased. The catalyst was filtered off and the filtrate treated with ethyl 2-cyclohexanonecarboxylate (7.3 ml, 0.046 mole), before evaporating to dryness. A few drops of concentrated hydrochloric acid (0.1 ml) were added to the yellow oil, which was then heated on the steam bath under nitrogen for 10 minutes. T...